Task: describe an organic reaction: reactants, conditions, products, and yield. Dataset: the Open Reaction Database (ORD), a public repository of structured organic reaction records Reactants: Cl (HCl), [Si](C)(C)(C(C)(C)C)OCCCCCCCCCC1C(CSC2=CC(=CC=C12)OC)(C)C1=CC=C(C=C1)OC (4-[9-(t-Butyldimethylsilyloxy)nonyl]-7-methoxy-3-(4-methoxyphenyl)-3-methylthiochroman), O (water). Solvent: O1CCCC1 (tetrahydrofuran). Reaction conditions: time 140 minute. Product: OCCCCCCCCCC1C(CSC2=CC(=CC=C12)OC)(C)C1=CC=C(C=C1)OC (4-(9-hydroxynonyl)-7-methoxy-3-(4-methoxyphenyl)-3-methylthiochroman). The yield is 92.1%. As a reaction SMILES: [Si]([O:8][CH2:9][CH2:10][CH2:11][CH2:12][CH2:13][CH2:14][CH2:15][CH2:16][CH2:17][CH:18]1[C:27]2[C:22](=[CH:23][C:24]([O:28][CH3:29])=[CH:25][CH:26]=2)[S:21][CH2:20][C:19]1([C:31]1[CH:36]=[CH:35][C:34]([O:37][CH3:38])=[CH:33][CH:32]=1)[CH3:30])(C(C)(C)C)(C)C.Cl.O>O1CCCC1>[OH:8][CH2:9][CH2:10][CH2:11][CH2:12][CH2:13][CH2:14][CH2:15][CH2:16][CH2:17][CH:18]1[C:27]2[C:22](=[CH:23][C:24]([O:28][CH3:29])=[CH:25][CH:26]=2)[S:21][CH2:20][C:19]1([C:31]1[CH:36]=[CH:35][C:34]([O:37][CH3:38])=[CH:33][CH:32]=1)[CH3:30]. Procedure details: 4-[9-(t-Butyldimethylsilyloxy)nonyl]-7-methoxy-3-(4-methoxyphenyl)-3-methylthiochroman (2.2 g, 3.95 mmol) was dissolved in tetrahydrofuran (150 ml), and 3N-HCl (11 ml) was added thereto. The reaction mixture was stirred at room temperature for 140 minutes. After the reaction was completed, water was added to the reaction solution, and the resulting mixture was extracted with ethyl acetate. The extract was dried over anhydrous magnesium sulfate, and concentrated under reduced pressure. The residu... Starting materials: S(=O)(Cl)Cl (thionyl chloride), CC1=C(OCCO1)C(=O)O (5,6-dihydro-3-methyl-1,4-dioxin-2-carboxylic acid), NC=1C=CC(=C(C(=O)OC(C)C)C1)Cl (1-methylethyl 5-amino-2-chlorobenzoate). Reported procedure: A mixture of thionyl chloride (1.3 g, 0.011 mole) and 5,6-dihydro-3-methyl-1,4-dioxin-2-carboxylic acid (0.57 g, 0.004 mole) was refluxed on a steam bath for 3 hours and the excess thionyl chloride was evaporated at atmospheric pressure. The resulting liquid was added dropwise to a stirred solution of 1-methylethyl 5-amino-2-chlorobenzoate (1.6 g, 0.008 mole) in diethyl ether (30 ml), cooled in an ice-water bath. The mixture was worked up by diluting with diethyl ether (120 ml), washing with dil... Product: ClC1=C(C(=O)OC(C)C)C=C(C=C1)NC(=O)C=1OCCOC1C (1-Methylethyl 2-chloro-5-[[(5,6-dihydro-3-methyl-1,4-dioxin-2-yl)carbonyl]amino]benzoate). Run in C(C)OCC (diethyl ether), C(C)OCC (diethyl ether). As a reaction SMILES: S(Cl)(Cl)=O.[CH3:5][C:6]1[O:11][CH2:10][CH2:9][O:8][C:7]=1[C:12]([OH:14])=O.[NH2:15][C:16]1[CH:17]=[CH:18][C:19]([Cl:28])=[C:20]([CH:27]=1)[C:21]([O:23][CH:24]([CH3:26])[CH3:25])=[O:22]>C(OCC)C>[Cl:28][C:19]1[CH:18]=[CH:17][C:16]([NH:15][C:12]([C:7]2[O:8][CH2:9][CH2:10][O:11][C:6]=2[CH3:5])=[O:14])=[CH:27][C:20]=1[C:21]([O:23][CH:24]([CH3:26])[CH3:25])=[O:22]. Starting materials: C(C)OC(C(NC(C(CCC1=CC=CC=C1)CSC(C)=O)=O)C=1SC(=CC1)CC1=CC=C(C=C1)OC)=O (2-[5-(4-methoxybenzyl)thien-2-yl]-N-[2-(acetylthiomethyl)-4-phenylbutyryl]glycine ethyl ester). Run in C(Cl)(Cl)Cl (CHCl3). The product is COC1=CC=C(CC2=CC=C(S2)C(NC(C(CCC2=CC=CC=C2)CS)=O)C(=O)O)C=C1 (2-[5-(4-methoxybenzyl)thien-2-yl]-N-[2-(mercaptomethyl)-4-phenylbutyryl]glycine). RXN SMILES: C([O:3][C:4](=[O:37])[CH:5]([C:23]1[S:24][C:25]([CH2:28][C:29]2[CH:34]=[CH:33][C:32]([O:35][CH3:36])=[CH:31][CH:30]=2)=[CH:26][CH:27]=1)[NH:6][C:7](=[O:22])[CH:8]([CH2:17][S:18]C(=O)C)[CH2:9][CH2:10][C:11]1[CH:16]=[CH:15][CH:14]=[CH:13][CH:12]=1)C>C(Cl)(Cl)Cl>[CH3:36][O:35][C:32]1[CH:31]=[CH:30][C:29]([CH2:28][C:25]2[S:24][C:23]([CH:5]([C:4]([OH:37])=[O:3])[NH:6][C:7](=[O:22])[CH:8]([CH2:17][SH:18])[CH2:9][CH2:10][C:11]3[CH:12]=[CH:13][CH:14]=[CH:15][CH:16]=3)=[CH:27][CH:26]=2)=[CH:34][CH:33]=1. Procedure details: The title compound was prepared from 2-[5-(4-methoxybenzyl)thien-2-yl]-N-[2-(acetylthiomethyl)-4-phenylbutyryl]glycine ethyl ester (Description 66) by the procedure described in Example 24. vmax (CHCl3) 3423, 1724 and 1674 cm-1. m/z 469 (M+).